Dataset: the Open Reaction Database (ORD), a public repository of structured organic reaction records. Task: describe an organic reaction: reactants, conditions, products, and yield The reactants are CCCOc1ccc2oc(OB([O-])[O-])cc2c1, CN(Cc1ccc(NC(=O)C2=Cc3cc(Br)ccc3S(=O)(=O)CC2)cc1)C1CCOCC1, O=C([O-])[O-], CCO, Cc1ccccc1, [K+], [K+], O. Yields the product CCCOc1ccc2oc(-c3ccc4c(c3)C=C(C(=O)Nc3ccc(CN(C)C5CCOCC5)cc3)CCS4(=O)=O)cc2c1. As a reaction SMILES: [B:4]([O-:5])([O-:19])[O:20][c:6]1[o:7][c:8]2[c:9]([cH:10]1)[cH:11][c:12]([O:15][CH2:16][CH2:17][CH3:18])[cH:13][cH:14]2.[Br:21][c:22]1[cH:23][cH:24][c:25]2[c:26]([cH:52]1)[CH:27]=[C:28]([C:34](=[O:35])[NH:36][c:37]1[cH:38][cH:39][c:40]([CH2:43][N:44]([CH:45]3[CH2:46][CH2:47][O:48][CH2:49][CH2:50]3)[CH3:51])[cH:41][cH:42]1)[CH2:29][CH2:30][S:31]2(=[O:32])=[O:33].[C:53](=[O:54])([O-:55])[O-:56].[CH3:1][CH2:2][OH:3].[CH3:59][c:60]1[cH:61][cH:62][cH:63][cH:64][cH:65]1.[K+:57].[K+:58].[OH2:66]>>[c:6]1(-[c:22]2[cH:23][cH:24][c:25]3[c:26]([cH:52]2)[CH:27]=[C:28]([C:34](=[O:35])[NH:36][c:37]2[cH:38][cH:39][c:40]([CH2:43][N:44]([CH:45]4[CH2:46][CH2:47][O:48][CH2:49][CH2:50]4)[CH3:51])[cH:41][cH:42]2)[CH2:29][CH2:30][S:31]3(=[O:32])=[O:33])[o:7][c:8]2[c:9]([cH:10]1)[cH:11][c:12]([O:15][CH2:16][CH2:17][CH3:18])[cH:13][cH:14]2. Reactants: O=C(O)c1cccc(-c2nc(N3CCOCC3)nc3c2CCN3c2cccnc2)c1, OC1CCNCC1. The product is O=C(c1cccc(-c2nc(N3CCOCC3)nc3c2CCN3c2cccnc2)c1)N1CCC(O)CC1. RXN SMILES: [O:1]1[CH2:2][CH2:3][N:4]([c:7]2[n:8][c:9](-[c:22]3[cH:23][c:24]([C:25](=[O:26])[OH:27])[cH:28][cH:29][cH:30]3)[c:10]3[c:11]([n:12]2)[N:13]([c:16]2[cH:17][n:18][cH:19][cH:20][cH:21]2)[CH2:14][CH2:15]3)[CH2:5][CH2:6]1.[OH:31][CH:32]1[CH2:33][CH2:34][NH:35][CH2:36][CH2:37]1>>[O:1]1[CH2:2][CH2:3][N:4]([c:7]2[n:8][c:9](-[c:22]3[cH:23][c:24]([C:25](=[O:27])[N:35]4[CH2:34][CH2:33][CH:32]([OH:31])[CH2:37][CH2:36]4)[cH:28][cH:29][cH:30]3)[c:10]3[c:11]([n:12]2)[N:13]([c:16]2[cH:17][n:18][cH:19][cH:20][cH:21]2)[CH2:14][CH2:15]3)[CH2:5][CH2:6]1.